This data is from the Open Reaction Database (ORD), a public repository of structured organic reaction records. The task is: describe an organic reaction: reactants, conditions, products, and yield Reactants: O=C([O-])[O-], CCOCC, CI, CCOC(C)=O, CN(C)C=O, CN1C(=O)C(C)(C)Nc2ccc(-c3cc(Cl)ccc3O)c(CO)c21, [K+], [K+], O. Product: COc1ccc(Cl)cc1-c1ccc2c(c1CO)N(C)C(=O)C(C)(C)N2. RXN SMILES: [C:27](=[O:28])([O-:29])[O-:30].[CH2:45]([O:46][CH2:47][CH3:48])[CH3:49].[CH3:25][I:26].[CH3:33][CH2:34][O:35][C:36](=[O:37])[CH3:38].[CH3:39][N:40]([CH3:41])[CH:42]=[O:43].[Cl:1][c:2]1[cH:3][cH:4][c:5]([OH:24])[c:6](-[c:8]2[cH:9][cH:10][c:11]3[c:16]([c:17]2[CH2:18][OH:19])[N:15]([CH3:20])[C:14](=[O:21])[C:13]([CH3:22])([CH3:23])[NH:12]3)[cH:7]1.[K+:31].[K+:32].[OH2:44]>>[Cl:1][c:2]1[cH:3][cH:4][c:5]([O:24][CH3:27])[c:6](-[c:8]2[cH:9][cH:10][c:11]3[c:16]([c:17]2[CH2:18][OH:19])[N:15]([CH3:20])[C:14](=[O:21])[C:13]([CH3:22])([CH3:23])[NH:12]3)[cH:7]1. Reactants: O=C([O-])[O-], CC(C)=O, COC(=O)CCl, [K+], [K+], C=CCN(CC=C)c1nc(N)n2oc(=O)nc2n1. Product: C=CCN(CC=C)c1nc(NCC(=O)OC)n2oc(=O)nc2n1. As a reaction SMILES: [C:25](=[O:26])([O-:27])[O-:28].[CH3:31][C:32](=[O:33])[CH3:34].[Cl:19][CH2:20][C:21](=[O:22])[O:23][CH3:24].[K+:29].[K+:30].[NH2:1][c:2]1[n:3][c:4]([N:12]([CH2:13][CH:14]=[CH2:15])[CH2:16][CH:17]=[CH2:18])[n:5][c:6]2[n:7]1[o:8][c:9](=[O:11])[n:10]2>>[NH:1]([c:2]1[n:3][c:4]([N:12]([CH2:13][CH:14]=[CH2:15])[CH2:16][CH:17]=[CH2:18])[n:5][c:6]2[n:7]1[o:8][c:9](=[O:11])[n:10]2)[CH2:20][C:21](=[O:22])[O:23][CH3:24]. The reactants are C(#N)C1=CC=C(C=C1)C1(CC(C1)(F)F)C(=O)O (1-(4-Cyanophenyl)-3,3-difluorocyclobutanecarboxylic acid), TEA, C=1C=CC(=CC1)P(=O)(C=2C=CC=CC2)N=[N+]=[N-] (DPPA), ClC=1C=C(C=CC1F)C1=NN2C(CNCC2)=C1C(=O)N (2-(3-Chloro-4-fluorophenyl)-4,5,6,7-tetrahydropyrazolo[1,5-a]pyrazine-3-carboxamide), C1CCOC1 (THF). The solvent is C1(=CC=CC=C1)C (toluene), CCOC(=O)C (EtOAc). Reaction conditions: temperature 85 celsius, time 1 hour. The product is ClC=1C=C(C=CC1F)C1=NN2C(CN(CC2)C(=O)NC2(CC(C2)(F)F)C2=CC=C(C=C2)C#N)=C1C(=O)N (2-(3-Chloro-4-fluorophenyl)-N5-(1-(4-cyanophenyl)-3,3-difluorocyclobutyl)-6,7-dihydropyrazolo[1,5-a]pyrazine-3,5(4H)-dicarboxamide). Isolated yield 32.0%. Reaction SMILES: [C:1]([C:3]1[CH:8]=[CH:7][C:6]([C:9]2(C(O)=O)[CH2:12][C:11]([F:14])([F:13])[CH2:10]2)=[CH:5][CH:4]=1)#[N:2].C1C=CC(P([N:32]=[N+]=[N-])(C2C=CC=CC=2)=O)=CC=1.[Cl:35][C:36]1[CH:37]=[C:38]([C:43]2[C:51]([C:52]([NH2:54])=[O:53])=[C:46]3[CH2:47][NH:48][CH2:49][CH2:50][N:45]3[N:44]=2)[CH:39]=[CH:40][C:41]=1[F:42].C1[CH2:59][O:58]CC1>C1(C)C=CC=CC=1.CCOC(C)=O>[Cl:35][C:36]1[CH:37]=[C:38]([C:43]2[C:51]([C:52]([NH2:54])=[O:53])=[C:46]3[CH2:47][N:48]([C:59]([NH:32][C:9]4([C:6]5[CH:5]=[CH:4][C:3]([C:1]#[N:2])=[CH:8][CH:7]=5)[CH2:10][C:11]([F:13])([F:14])[CH2:12]4)=[O:58])[CH2:49][CH2:50][N:45]3[N:44]=2)[CH:39]=[CH:40][C:41]=1[F:42]. Procedure: To a solution of Intermediate 314F (36.2 mg, 0.153 mmol) in toluene (1 mL) was added TEA (0.071 mL, 0.509 mmol), DPPA (0.044 mL, 0.204 mmol) and the reaction mixture was heated to 85° C. and stirred for 1 h. The reaction mixture was cooled to RT and to it was added a solution of Intermediate 185B (30 mg, 0.102 mmol) in THF (0.5 mL) and stirred at RT for 12 h. The reaction mixture was diluted with EtOAc (10 mL), washed successively with water, a 10% aq. solution of NaHCO3 and brine, then dried ov... Starting materials: O=C(O)c1cnc(Cl)cc1Nc1ccc(Br)cc1Cl, CC(C)N=C(NC(C)C)OC(C)(C)C, C1CCOC1, CCOC(C)=O, Cl. Product: CC(C)(C)OC(=O)c1cnc(Cl)cc1Nc1ccc(Br)cc1Cl. As a reaction SMILES: [Br:16][c:17]1[cH:18][c:19]([Cl:34])[c:20]([NH:23][c:24]2[cH:25][c:26]([Cl:33])[n:27][cH:28][c:29]2[C:30](=[O:31])[OH:32])[cH:21][cH:22]1.[C:1]([CH3:2])([CH3:3])([CH3:4])[O:5][C:6](=[N:7][CH:8]([CH3:9])[CH3:10])[NH:11][CH:12]([CH3:13])[CH3:14].[CH2:35]1[O:36][CH2:37][CH2:38][CH2:39]1.[CH3:40][CH2:41][O:42][C:43]([CH3:44])=[O:45].[ClH:15]>>[C:1]([CH3:2])([CH3:3])([CH3:4])[O:31][C:30]([c:29]1[c:24]([NH:23][c:20]2[c:19]([Cl:34])[cH:18][c:17]([Br:16])[cH:22][cH:21]2)[cH:25][c:26]([Cl:33])[n:27][cH:28]1)=[O:32]. Run at time 4 hour. Solvent: C(Cl)Cl (methylene chloride). Procedure: To a solution of 1-(3-bromo-5-fluoro-phenyl)-ethanol (2.9 g, 13.2 mmol) in methylene chloride (150 ml) was added at room temperature pyridinium dichromate (3.98 g). The reaction mixture was stirred for 4 hours at room temperature and the solvent was removed in the presence of silica gel. The crude product was purified by chromatography over silica gel to provide 1-(3-bromo-5-fluoro-phenyl)-ethanone (1.39 g, 45%) as a light yellow solid, MS: m/e=216.1 (M+). Reaction SMILES: [Br:1][C:2]1[CH:3]=[C:4]([CH:9]([OH:11])[CH3:10])[CH:5]=[C:6]([F:8])[CH:7]=1.[Cr](O[Cr]([O-])(=O)=O)([O-])(=O)=O.[NH+]1C=CC=CC=1.[NH+]1C=CC=CC=1>C(Cl)Cl>[Br:1][C:2]1[CH:3]=[C:4]([C:9](=[O:11])[CH3:10])[CH:5]=[C:6]([F:8])[CH:7]=1 |f:1.2.3|. Isolated yield 48.5%. Yields the product BrC=1C=C(C=C(C1)F)C(C)=O (1-(3-bromo-5-fluoro-phenyl)-ethanone). The reactants are BrC=1C=C(C=C(C1)F)C(C)O (1-(3-bromo-5-fluoro-phenyl)-ethanol), [Cr](=O)(=O)([O-])O[Cr](=O)(=O)[O-].[NH+]1=CC=CC=C1.[NH+]1=CC=CC=C1 (pyridinium dichromate). Starting materials: Cl (HCl), cuprous oxide, COC=1C=C(C=C(C1OC)OC)O (3,4,5-trimethoxyphenol), C(CCCCC)N(C(C1=CC=C(C=C1)Br)=O)C1CCCCC1 (p-bromobenzoic acid N-n-hexyl-N-cyclohexyl amide). Run in N1=C(C=C(C=C1C)C)C (2,4,6-collidine). Run at time 18 hour. Product: C1(CCCCC1)N(C(C1=CC=C(C=C1)OC1=CC(=C(C(=C1)OC)OC)OC)=O)CCCCCC (N-cyclohexyl-N-(n-hexyl)-4-(3,4,5-trimethoxyphenoxy)benzamide). Reaction SMILES: [CH3:1][O:2][C:3]1[CH:4]=[C:5]([OH:13])[CH:6]=[C:7]([O:11][CH3:12])[C:8]=1[O:9][CH3:10].[CH2:14]([N:20]([CH:30]1[CH2:35][CH2:34][CH2:33][CH2:32][CH2:31]1)[C:21](=[O:29])[C:22]1[CH:27]=[CH:26][C:25](Br)=[CH:24][CH:23]=1)[CH2:15][CH2:16][CH2:17][CH2:18][CH3:19].Cl>N1C(C)=CC(C)=CC=1C>[CH:30]1([N:20]([CH2:14][CH2:15][CH2:16][CH2:17][CH2:18][CH3:19])[C:21](=[O:29])[C:22]2[CH:27]=[CH:26][C:25]([O:13][C:5]3[CH:6]=[C:7]([O:11][CH3:12])[C:8]([O:9][CH3:10])=[C:3]([O:2][CH3:1])[CH:4]=3)=[CH:24][CH:23]=2)[CH2:31][CH2:32][CH2:33][CH2:34][CH2:35]1. Procedure details: A slurry of cuprous oxide (300 mg, 2.1 mmol) in a solution of 3,4,5-trimethoxyphenol (736 mg, 4.0 mmol) and p-bromobenzoic acid N-n-hexyl-N-cyclohexyl amide (1.47 g, 4.0 mmol) in 2,4,6-collidine (20 ml) is refluxed with stirring under a nitrogen atmosphere for 18 hr. The reaction is cooled, poured onto dilute aqueous HCl and extracted three times with ethyl acetate. The combined organic layers are washed twice with saturated aqueous NaCl solution, twice with 5% NaOH solution, twice with saturate...